From a dataset of the Open Reaction Database (ORD), a public repository of structured organic reaction records. describe an organic reaction: reactants, conditions, products, and yield Reactants: C1(=C(C=CC=C1)P(C1=C(C=CC=C1)C)C1=C(C=CC=C1)C)C (tri-o-tolylphosphine), C1OC=2C=C(C=CC2OC1)Br (3,4-ethylenedioxybromobenzene), N1=CC(=CC=C1)CCC(C=C)O ((±)-5-(pyridin-3-yl)-1-penten-3-ol). Reagents/catalysts: C(C)(=O)[O-].[Pd+2].C(C)(=O)[O-] (palladium(II) acetate). Solvent: C(C)N(CC)CC (triethylamine), C(C)#N (acetonitrile). Conditions: temperature 80 celsius. Yields the product O1CCOC2=C1C=CC(=C2)CCC(CCC=2C=NC=CC2)=O (1-(benzo-1,4-dioxan-6-yl)-5-(pyridin-3-yl)-3-pentanone), O1CCOC2=C1C=CC(=C2)\C=C\C(CCC=2C=NC=CC2)O ((±)-trans-1-(benzo-1,4-dioxan-6-yl)-5-(pyridin-3-yl)-pent-1-en-3-ol). RXN SMILES: C1(C)C=CC=CC=1P(C1C=CC=CC=1C)C1C=CC=CC=1C.[CH2:23]1[CH2:32][O:31][C:30]2[CH:29]=[CH:28][C:27](Br)=[CH:26][C:25]=2[O:24]1.[N:34]1[CH:39]=[CH:38][CH:37]=[C:36]([CH2:40][CH2:41][CH:42]([OH:45])[CH:43]=[CH2:44])[CH:35]=1>C(N(CC)CC)C.C(#N)C.C([O-])(=O)C.[Pd+2].C([O-])(=O)C>[O:31]1[C:30]2[CH:29]=[CH:28][C:27]([CH2:44][CH2:43][C:42](=[O:45])[CH2:41][CH2:40][C:36]3[CH:35]=[N:34][CH:39]=[CH:38][CH:37]=3)=[CH:26][C:25]=2[O:24][CH2:23][CH2:32]1.[O:31]1[C:30]2[CH:29]=[CH:28][C:27](/[CH:44]=[CH:43]/[CH:42]([OH:45])[CH2:41][CH2:40][C:36]3[CH:35]=[N:34][CH:39]=[CH:38][CH:37]=3)=[CH:26][C:25]=2[O:24][CH2:23][CH2:32]1 |f:5.6.7|. Procedure: A mixture of palladium(II) acetate (0.112 g), tri-o-tolylphosphine (0.304 g), 3,4-ethylenedioxybromobenzene (1.075 g) and (±)-5-(pyridin-3-yl)-1-penten-3-ol (0.815 g, Example 1a)) in triethylamine (10 ml) in acetonitrile (30 ml) was heated at 80° C. for 3 hours and 30 minutes. The mixture was cooled to room temperature and filtered through Celite® and the filtrate concentrated under reduced pressure. The residue was redissolved in ethyl acetate and the solution washed with water then dried over ... The reactants are CNC, CC(C)=O, O=[N+]([O-])c1c(Cl)ncnc1Cl, [Na+], O=C([O-])O. Product: CN(C)c1ncnc(Cl)c1[N+](=O)[O-]. As a reaction SMILES: [CH3:17][NH:18][CH3:19].[CH3:20][C:21](=[O:22])[CH3:23].[Cl:1][c:2]1[n:3][cH:4][n:5][c:6]([Cl:11])[c:7]1[N+:8](=[O:9])[O-:10].[Na+:12].[OH:13][C:14](=[O:15])[O-:16]>>[c:2]1([N:18]([CH3:17])[CH3:19])[n:3][cH:4][n:5][c:6]([Cl:11])[c:7]1[N+:8](=[O:9])[O-:10]. Reactants: C[Si](C)(C)C#N (trimethylsilyl cyanide), CN(C(=O)Cl)C (N,N-dimethylcarbamoyl chloride), CC=1C=C([N+](=CC1)[O-])C1=NC=CC(=C1)C (4,4′-Dimethyl-2,2′-bipyridyl N-oxide). Solvent: [N+](=O)([O-])CC (nitroethane). Reaction conditions: time 36 hour. Yields the product C(#N)C1=CC(=CC(=N1)C1=NC=CC(=C1)C)C (6-Cyano-4,4′-dimethyl-2,2′-bipyridyl). The yield is 90.3%. RXN SMILES: [CH3:1][C:2]1[CH:3]=[C:4]([C:9]2[CH:14]=[C:13]([CH3:15])[CH:12]=[CH:11][N:10]=2)[N+:5]([O-])=[CH:6][CH:7]=1.C[Si]([C:20]#[N:21])(C)C.CN(C)C(Cl)=O>[N+](CC)([O-])=O>[C:20]([C:11]1[N:10]=[C:9]([C:4]2[CH:3]=[C:2]([CH3:1])[CH:7]=[CH:6][N:5]=2)[CH:14]=[C:13]([CH3:15])[CH:12]=1)#[N:21]. Reported procedure: 4,4′-Dimethyl-2,2′-bipyridyl N-oxide (3.7 g, 18 mmol) was dissolved in nitroethane (50 ml), and trimethylsilyl cyanide (5.5 g, 55 mmol) and N,N-dimethylcarbamoyl chloride (2.9 g, 27 mmol) were added thereto. The mixture was stirred at room temperature for 36 hrs. The solvent was evaporated, and the residue was subjected to a silica gel column chromatography. The fractions eluted with hexane-ethyl acetate (5:1, v/v) were collected, concentrated and recrystallized from hexane-ethyl acetate to give... Starting materials: FC1=CC=C(C=C1)COC1=C(C(=O)O)C=C(C=C1)C=1C=NN(C1)C (2-{[(4-fluorophenyl)methyl]oxy}-5-(1-methyl-1H-pyrazol-4-yl)benzoic acid), CC1=NOC=C1N (3-methylisoxazol-4-amine), C=1C=CC2=C(C1)N=NN2O (HOBT), C(CCl)Cl (EDC). The solvent is CN(C=O)C (N,N-dimethylformamide), O (Water). Reaction conditions: time 16 hour. Product: FC1=CC=C(C=C1)COC1=C(C(=O)NC=2C=NOC2C)C=C(C=C1)C=1C=NN(C1)C (2-{[(4-Fluorophenyl)methyl]oxy}-N-(5-methyl-4-isoxazolyl)-5-(1-methyl-1H-pyrazol-4-yl)benzamide). Reaction SMILES: [F:1][C:2]1[CH:7]=[CH:6][C:5]([CH2:8][O:9][C:10]2[CH:18]=[CH:17][C:16]([C:19]3[CH:20]=[N:21][N:22]([CH3:24])[CH:23]=3)=[CH:15][C:11]=2[C:12](O)=[O:13])=[CH:4][CH:3]=1.CC1C(N)=CON=1.[CH:32]1C=C[C:35]2[N:40]([OH:41])N=[N:38][C:36]=2[CH:37]=1.C(Cl)CCl>CN(C)C=O.O>[F:1][C:2]1[CH:3]=[CH:4][C:5]([CH2:8][O:9][C:10]2[CH:18]=[CH:17][C:16]([C:19]3[CH:20]=[N:21][N:22]([CH3:24])[CH:23]=3)=[CH:15][C:11]=2[C:12]([NH:38][C:36]2[CH:35]=[N:40][O:41][C:37]=2[CH3:32])=[O:13])=[CH:6][CH:7]=1. Procedure details: A mixture of 2-{[(4-fluorophenyl)methyl]oxy}-5-(1-methyl-1H-pyrazol-4-yl)benzoic acid (may be prepared as described in Description 121; 80 mg, 0.25 mmol), 3-methylisoxazol-4-amine (49.5 mg, 0.37 mmol), HOBT (56.3 mg, 0.37 mmol) and EDC (70.5 mg, 0.37 mmol) in N,N-dimethylformamide (2 ml) was stirred at room temperature for 16 hours. Water (50 ml) was added. A white precipitate was filtered, washed with ethyl acetate, and dried in vacuo to yield the title compound as a white solid. 54 mg, Starting materials: ClC1=C(C=C(C=C1)Cl)CCCCC(=O)OC (Methyl 5-(2,5-dichlorophenyl)pentanoate), [Li+].[OH-] (LiOH). Solvent: O1CCCC1 (tetrahydrofuran), CO (methanol). Reaction conditions: time 2 day. Yields the product ClC1=C(C=C(C=C1)Cl)CCCCC(=O)O (5-(2,5-dichlorophenyl)pentanoic acid). Yield: 69.9%. As a reaction SMILES: [Cl:1][C:2]1[CH:7]=[CH:6][C:5]([Cl:8])=[CH:4][C:3]=1[CH2:9][CH2:10][CH2:11][CH2:12][C:13]([O:15]C)=[O:14].[Li+].[OH-]>O1CCCC1.CO>[Cl:1][C:2]1[CH:7]=[CH:6][C:5]([Cl:8])=[CH:4][C:3]=1[CH2:9][CH2:10][CH2:11][CH2:12][C:13]([OH:15])=[O:14] |f:1.2|. Procedure: Methyl 5-(2,5-dichlorophenyl)pentanoate (1.10 g, 4.2 mmol) was dissolved in 20 ml tetrahydrofuran and 7 ml methanol. 1N LiOH (12 ml) was added dropwise and the reaction was stirred at room temperature for 2 days. The reaction was worked-up by acidification with 2N HCl and removal of most of the tetrahydrofuran and methanol on a rotary evaporator followed by extraction of the aqueous residue with ethyl acetate. The organic phase was washed with water and saturated brine, dried over anhydrous sodi...